From a dataset of the Open Reaction Database (ORD), a public repository of structured organic reaction records. describe an organic reaction: reactants, conditions, products, and yield Starting materials: BrC1=C(C=CC=C1)O (2-bromophenol), BrC(C(=O)OCC)CCC (ethyl 2-bromopentanoate), C([O-])([O-])=O.[K+].[K+] (potassium carbonate), [I-].[K+] (potassium iodide). Run in CN(C=O)C (N,N-dimethylformamide), O (water). Conditions: temperature 45 celsius. Product: BrC1=C(OC(C(=O)OCC)CCC)C=CC=C1 (ethyl 2-(2-bromophenoxy)pentanoate). The yield is 79.1%. RXN SMILES: [Br:1][C:2]1[CH:7]=[CH:6][CH:5]=[CH:4][C:3]=1[OH:8].Br[CH:10]([CH2:16][CH2:17][CH3:18])[C:11]([O:13][CH2:14][CH3:15])=[O:12].C(=O)([O-])[O-].[K+].[K+].[I-].[K+]>O.CN(C)C=O>[Br:1][C:2]1[CH:7]=[CH:6][CH:5]=[CH:4][C:3]=1[O:8][CH:10]([CH2:16][CH2:17][CH3:18])[C:11]([O:13][CH2:14][CH3:15])=[O:12] |f:2.3.4,5.6|. Reported procedure: 13.8 ml (119.6 mmol) of 2-bromophenol, 25 g (119.6 mmol) of ethyl 2-bromopentanoate, 19.8 g (143.3 mmol) of potassium carbonate, 19.8 g (119.6mmol) of potassium iodide and 210 ml of N,N-dimethylformamide are introduced into a 1 l three-necked flask equipped with a reflux condenser. The mixture is heated at 45° C. for 16 hours. 600 ml of water are added and extraction is carried out with ethyl acetate (3×300 ml). The combined organic phases are washed with 200 ml of a molar sodium hydroxide solut... Reactants: FC1=NC(=CC=C1)F (2,6-difluoropyridine), C1(CCC1)C#N (cyclobutanecarbonitrile), C1(=CC=CC=C1)C (toluene), C[Si]([N-][Si](C)(C)C)(C)C.[Na+] (sodium hexamethyldisilazide). Solvent: CCOC(=O)C (EtOAc), O (water). Conditions: time 2 hour. Yields the product FC1=CC=CC(=N1)C1(CCC1)C#N (1-(6-Fluoropyridin-2-yl)cyclobutanecarbonitrile). The yield is 64.7%. As a reaction SMILES: F[C:2]1[CH:7]=[CH:6][CH:5]=[C:4]([F:8])[N:3]=1.[CH:9]1([C:13]#[N:14])[CH2:12][CH2:11][CH2:10]1.C1(C)C=CC=CC=1.C[Si](C)(C)[N-][Si](C)(C)C.[Na+]>CCOC(C)=O.O>[F:8][C:4]1[N:3]=[C:2]([C:9]2([C:13]#[N:14])[CH2:12][CH2:11][CH2:10]2)[CH:7]=[CH:6][CH:5]=1 |f:3.4|. Procedure details: To a 0° C. solution of 2,6-difluoropyridine (5.0 g, 43 mmol), cyclobutanecarbonitrile (3.5 g, 43 mmol), and toluene (100 mL) was added sodium hexamethyldisilazide (NaHMDS, 2.0 M in THF, 24 mL, 47 mmol). The resulting mixture was warmed to rt and stirred for 2 h. The mixture was then diluted with EtOAc (200 mL) and water (100 mL). The aqueous layer was extracted with EtOAc and the combined organic phases were washed with brine, dried over Na2SO4, concentrated, and purified using silica gel chroma...